From a dataset of the Open Reaction Database (ORD), a public repository of structured organic reaction records. describe an organic reaction: reactants, conditions, products, and yield Starting materials: BrC=1C(=NC(=NC1)Cl)Cl (5-bromo-2,4-dichloropyrimidine), OCC1CN(C1)C(=O)OC(C)(C)C (tert-butyl 3-(hydroxymethyl)azetidine-1-carboxylate). The product is BrC=1C(=NC(=NC1)Cl)OCC1CN(C1)C(=O)OC(C)(C)C (tert-butyl 3-((5-bromo-2-chloropyrimidin-4-yloxy)methyl)azetidine-1-carboxylate). Yield: 67.0%. RXN SMILES: [Br:1][C:2]1[C:3](Cl)=[N:4][C:5]([Cl:8])=[N:6][CH:7]=1.[OH:10][CH2:11][CH:12]1[CH2:15][N:14]([C:16]([O:18][C:19]([CH3:22])([CH3:21])[CH3:20])=[O:17])[CH2:13]1>>[Br:1][C:2]1[C:3]([O:10][CH2:11][CH:12]2[CH2:15][N:14]([C:16]([O:18][C:19]([CH3:22])([CH3:21])[CH3:20])=[O:17])[CH2:13]2)=[N:4][C:5]([Cl:8])=[N:6][CH:7]=1. Reported procedure: Using the procedure of Example 1 Step 1, 5-bromo-2,4-dichloropyrimidine was reacted with tert-butyl 3-(hydroxymethyl)azetidine-1-carboxylate to provide the title compound at 67% yield. 1H NMR (CDCl3, 400 MHz) 8.46 (s, 1H), 4.61 (d, 2H), 4.10 (m, 2H), 3.82 (m, 2H), 3.03 (m, 1H), 1.45 (9H); MS (ESI) m/z: Calc: 377.0 (M+). Found. 322.9 (M+-(CH3)3C+1). Starting materials: ClC(C(O[C@@H]1[C@H](OC(C)=O)[C@@H](OC(C)=O)[C@H](OC(C)=O)CS1)=N)(Cl)Cl (2,3,4-tri-O-acetyl-5-thio-α-D-xylopyranosyl trichloroacetimidate), B(F)(F)F.CCOCC (boron trifluoride etherate), OC1=CC=C(C=C1)C(C)=O (1-(4-hydroxyphenyl)ethanone), solution. Solvent: C(Cl)Cl (methylene chloride). Yields the product C(C)(=O)O[C@H]1[C@H](OC2=CC=C(C=C2)C(C)=O)SC[C@H]([C@@H]1OC(C)=O)OC(C)=O (4-acetylphenyl 2,3,4-tri-O-acetyl-5-thio-β-D-xylopyranoside). The yield is 47.0%. RXN SMILES: Cl[C:2](Cl)(Cl)[C:3](=N)[O:4][C@H:5]1[S:22][CH2:21][C@@H:16]([O:17][C:18](=[O:20])[CH3:19])[C@H:11]([O:12][C:13](=[O:15])[CH3:14])[C@H:6]1[O:7][C:8](=[O:10])[CH3:9].OC1C=[CH:31][C:30]([C:33](=[O:35])[CH3:34])=[CH:29][CH:28]=1.B(F)(F)F.CCOCC>C(Cl)Cl>[C:8]([O:7][C@@H:6]1[C@@H:11]([O:12][C:13](=[O:15])[CH3:14])[C@H:16]([O:17][C:18](=[O:20])[CH3:19])[CH2:21][S:22][C@H:5]1[O:4][C:3]1[CH:28]=[CH:29][C:30]([C:33](=[O:35])[CH3:34])=[CH:31][CH:2]=1)(=[O:10])[CH3:9] |f:2.3|. Procedure details: If the procedure described in Preparation LXXXI is followed starting from 380 mg (0.882.10-3 mol) of 2,3,4-tri-O-acetyl-5-thio-α-D-xylopyranosyl trichloroacetimidate, 100 mg (73.5.10-3 mol) of 1-(4-hydroxyphenyl)ethanone and 1.47 ml of a 0.1M solution of boron trifluoride etherate in methylene chloride, 140 mg (yield: 47%) of the expected product are obtained after crystallization from ether.